This data is from the Open Reaction Database (ORD), a public repository of structured organic reaction records. The task is: describe an organic reaction: reactants, conditions, products, and yield Solvent: C1CCOC1 (THF), C1CCOC1 (THF). The product is C(#N)C=C([O-])C1=CN=CS1.[Na+] (Sodium 2-cyano-1-(1,3-thiazol-5-yl)ethenolate). The reactants are S1C=NC=C1C(=O)OC (methyl 1,3-thiazole-5-carboxylate), C(C)#N (acetonitrile), [H-].[Na+] (sodium hydride), C(C)(C)(C)OC (methyl tert-butyl ether), S1C=NC=C1C(=O)OC (methyl 1,3-thiazole-5-carboxylate). Reaction SMILES: [S:1]1[C:5]([C:6]([O:8]C)=O)=[CH:4][N:3]=[CH:2]1.[C:10](#[N:12])[CH3:11].[H-].[Na+:14].C(OC)(C)(C)C>C1COCC1>[C:10]([CH:11]=[C:6]([C:5]1[S:1][CH:2]=[N:3][CH:4]=1)[O-:8])#[N:12].[Na+:14] |f:2.3,6.7|. Conditions: time 30 minute. Procedure details: A solution of 1.5 g (10.5 mmol) of methyl 1,3-thiazole-5-carboxylate and 430 mg (10.8 mmol) of acetonitrile in 15 ml of THF was added dropwise to a suspension of 419 mg of sodium hydride (60% strength suspension in mineral oil) in 16 ml of THF which was heated under reflux. The reaction mixture was heated under reflux for 20 h. After cooling, 50 ml of methyl tert-butyl ether were added and the mixture was stirred for 30 minutes. The resulting precipitate was filtered off with suction through a f... Reactants: NC=1C=C(CC2=NNC(C3=CC=CC=C23)=O)C=CC1F (4-(3-amino-4-fluorobenzyl)-2H-phthalazin-1-one), C1(CCCC(=O)O1)=O (glutaric anhydride). Run in C1(=CC=CC=C1)C (toluene). Product: FC1=C(C=C(C=C1)CC1=NNC(C2=CC=CC=C12)=O)NC(=O)CCCC(=O)O (4-[2-fluoro-5-(4-oxo-3,4-dihydrophthalazin-1-ylmethyl)phenylcarbamoyl]butyric acid). RXN SMILES: [NH2:1][C:2]1[CH:3]=[C:4]([CH:17]=[CH:18][C:19]=1[F:20])[CH2:5][C:6]1[C:15]2[C:10](=[CH:11][CH:12]=[CH:13][CH:14]=2)[C:9](=[O:16])[NH:8][N:7]=1.[C:21]1(=[O:28])[O:27][C:25](=[O:26])[CH2:24][CH2:23][CH2:22]1>C1(C)C=CC=CC=1>[F:20][C:19]1[CH:18]=[CH:17][C:4]([CH2:5][C:6]2[C:15]3[C:10](=[CH:11][CH:12]=[CH:13][CH:14]=3)[C:9](=[O:16])[NH:8][N:7]=2)=[CH:3][C:2]=1[NH:1][C:21]([CH2:22][CH2:23][CH2:24][C:25]([OH:27])=[O:26])=[O:28]. Procedure details: A stirred mixture of 4-(3-amino-4-fluorobenzyl)-2H-phthalazin-1-one (0.1 g, 0.37 mmol; prepared in a manner similar to that described in Example 23), glutaric anhydride (0.042 g, 0.37 mmol) and toluene (10 ml) was heated under reflux until the starting materials were consumed (the reaction was followed by tic using a 3:1 mixture of ethyl acetate and ethanol as eluant), then it was allowed to cool to ambient temperature. The resulting solid was collected by filtration and recrystallised from etha... Starting materials: CC(C)=O, Cl, Nc1ncnc2c1c(I)nn2C1CCC2(CC1)OCCO2. Product: Nc1ncnc2c1c(I)nn2C1CCC(=O)CC1. As a reaction SMILES: [CH3:23][C:24](=[O:25])[CH3:26].[ClH:22].[O:1]1[CH2:3][CH2:2][O:4][C:5]12[CH2:6][CH2:7][CH:8]([n:11]1[n:12][c:13]([I:21])[c:14]3[c:15]1[n:16][cH:17][n:18][c:19]3[NH2:20])[CH2:9][CH2:10]2>>[O:4]=[C:5]1[CH2:6][CH2:7][CH:8]([n:11]2[n:12][c:13]([I:21])[c:14]3[c:15]2[n:16][cH:17][n:18][c:19]3[NH2:20])[CH2:9][CH2:10]1. Starting materials: C, CCOC(C)=O, CO, CCOC(=O)C=Cc1ccc(OC)c(F)c1, [Pd]. Product: CCOC(=O)CCc1ccc(OC)c(F)c1. RXN SMILES: [C:25].[CH3:17][CH2:18][O:19][C:20](=[O:21])[CH3:22].[CH3:23][OH:24].[F:1][c:2]1[cH:3][c:4]([CH:10]=[CH:11][C:12](=[O:13])[O:14][CH2:15][CH3:16])[cH:5][cH:6][c:7]1[O:8][CH3:9].[Pd:26]>>[F:1][c:2]1[cH:3][c:4]([CH2:10][CH2:11][C:12](=[O:13])[O:14][CH2:15][CH3:16])[cH:5][cH:6][c:7]1[O:8][CH3:9]. The reactants are ClC1=C2C=CC(=NC2=NC=C1)CC (5-Chloro-2-ethyl-[1,8]naphthyridine), CC=1C=CC(=C(C1)N)SC1=CC=CC=C1 (5-Methyl-2-phenylsulfanyl-phenylamine). Product: C(C)C1=CC=C2C(=CC=NC2=N1)NC1=C(C=CC(=C1)C)SC1=CC=CC=C1 ((7-Ethyl-[1,8]naphthyridin-4-yl)-(5-methyl-2-phenylsulfanyl-phenyl)-amine), hydrochloride salt. Reaction SMILES: Cl[C:2]1[CH:11]=[CH:10][N:9]=[C:8]2[C:3]=1[CH:4]=[CH:5][C:6]([CH2:12][CH3:13])=[N:7]2.[CH3:14][C:15]1[CH:16]=[CH:17][C:18]([S:22][C:23]2[CH:28]=[CH:27][CH:26]=[CH:25][CH:24]=2)=[C:19]([NH2:21])[CH:20]=1>>[CH2:12]([C:6]1[N:7]=[C:8]2[C:3]([C:2]([NH:21][C:19]3[CH:20]=[C:15]([CH3:14])[CH:16]=[CH:17][C:18]=3[S:22][C:23]3[CH:24]=[CH:25][CH:26]=[CH:27][CH:28]=3)=[CH:11][CH:10]=[N:9]2)=[CH:4][CH:5]=1)[CH3:13]. Reported procedure: The product from Example 8f (88 mg, 0.46 mmol) was reacted with the product from Example 7f (100 mg, 0.46 mmol) for 24 h following the procedure from Example 7f giving the title compound as a hydrochloride salt which was triturated with ether giving (134 mg, 70%). 1H NMR (300 MHz, DMSO-d6) δ ppm: 1.34 (t, J=7.35 Hz, 3 H) 3.02 (q, J=7.35 Hz, 2 H) 6.69 (d, J=6.99 Hz, 1 H) 6.97 (d, J=8.82 Hz, 2 H) 7.10 (dd, J=7.35 Hz, 1 H) 7.15 (d, J=8.82 Hz, 2 H) 7.30 (dd, J=8.09 Hz, J=7.72 Hz, 2 H) 7.56 (dd, J=2.... Reactants: NCC1=CC=CC=C1CNC=1NC(C=2NC=NC2N1)=O (6-aminomethylbenzylguanine), CS(=O)C (dimethylsulfoxide), solution, solution, C(C)#N (acetonitrile), C(C)(=O)[O-].C(C)[NH+](CC)CC (triethylammonium acetate), Tb(KR)-NHS, CS(=O)C (dimethylsulfoxide). Procedure details: Introduced into a 1.5 ml Eppendorf tube were 100 μl of a solution containing 10 mmol·l−1 of 6-aminomethylbenzylguanine in anhydrous dimethylsulfoxide (1 μmol) and 100 μl of a solution containing 10 mmol·l−1 of Tb(KR)-NHS in anhydrous dimethylsulfoxide (1 μmol). The mixture was stirred for one hour. The reaction was monitored by HPLC on a Merck Lichrospher RP °18, 5 μm, 125×4.6 column with a gradient of acetonitrile in water containing 25 mM of triethylammonium acetate. Run in O (water). Yields the product C(C1=CC=CC=C1)NC=1NC(C=2NC=NC2N1)=O (benzylguanine). Run at time 1 hour. As a reaction SMILES: NC[C:3]1[C:8]([CH2:9][NH:10][C:11]2[NH:12][C:13](=[O:20])[C:14]3[NH:15][CH:16]=[N:17][C:18]=3[N:19]=2)=[CH:7][CH:6]=[CH:5][CH:4]=1.CS(C)=O.C(#N)C.C([O-])(=O)C.C([NH+](CC)CC)C>O>[CH2:9]([NH:10][C:11]1[NH:12][C:13](=[O:20])[C:14]2[NH:15][CH:16]=[N:17][C:18]=2[N:19]=1)[C:8]1[CH:3]=[CH:4][CH:5]=[CH:6][CH:7]=1 |f:3.4|. Starting materials: CC1=C(C=CC=C1C)C(O)C1=CN=CN1C(C1=CC=CC=C1)(C1=CC=CC=C1)C1=CC=CC=C1 ((2,3-dimethylphenyl)(1-trityl-lH-imidazol-5-yl)methanol), Intermediate 6. The reagents and catalysts are [O-2].[Mn+4].[O-2] (manganese(IV) oxide), O=[Mn]=O (MnO2). The solvent is C(Cl)Cl (CH2Cl2). Run at temperature 60 celsius. The product is CC1=C(C=CC=C1C)C(=O)C1=CN=CN1C(C1=CC=CC=C1)(C1=CC=CC=C1)C1=CC=CC=C1 ((2,3-dimethylphenyl)(l-trityl-lH-imidazol-5-yl)methanone). The yield is 62.0%. RXN SMILES: [CH3:1][C:2]1[C:7]([CH3:8])=[CH:6][CH:5]=[CH:4][C:3]=1[CH:9]([C:11]1[N:15]([C:16]([C:29]2[CH:34]=[CH:33][CH:32]=[CH:31][CH:30]=2)([C:23]2[CH:28]=[CH:27][CH:26]=[CH:25][CH:24]=2)[C:17]2[CH:22]=[CH:21][CH:20]=[CH:19][CH:18]=2)[CH:14]=[N:13][CH:12]=1)[OH:10]>C(Cl)Cl.[O-2].[Mn+4].[O-2].O=[Mn]=O>[CH3:1][C:2]1[C:7]([CH3:8])=[CH:6][CH:5]=[CH:4][C:3]=1[C:9]([C:11]1[N:15]([C:16]([C:17]2[CH:22]=[CH:21][CH:20]=[CH:19][CH:18]=2)([C:29]2[CH:30]=[CH:31][CH:32]=[CH:33][CH:34]=2)[C:23]2[CH:28]=[CH:27][CH:26]=[CH:25][CH:24]=2)[CH:14]=[N:13][CH:12]=1)=[O:10] |f:2.3.4|. Procedure: A mixture of (2,3-dimethylphenyl)(1-trityl-lH-imidazol-5-yl)methanol, (Intermediate 6) (2.4 g, 7.4 mmol) in CH2Cl2 (60 mL) was treated with manganese(IV) oxide, activated (commercially available from Aldrich): MnO2 (2.8 g, 32.3 mmol) at room temperature. The mixture was heated at 60° C. for 2 hours. The mixture was then cooled to room temperature and filtered through celite and the solvent was removed under vacuum. The residue was purified by MPLC with 3 to 5% MeOH:CH2Cl2 to give (2,3-dimethylph... Reactants: CC(=O)OCCBr, O=Cc1cc(Cl)ccc1O, [K+], [K+], O=C([O-])[O-], CN(C)C=O. The product is CC(=O)OCCOc1ccc(Cl)cc1C=O. Reaction SMILES: [Br:11][CH2:12][CH2:13][O:14][C:15]([CH3:16])=[O:17].[Cl:1][c:2]1[cH:3][cH:4][c:5]([OH:10])[c:6]([CH:7]=[O:8])[cH:9]1.[K+:18].[K+:19].[O-:20][C:21]([O-:22])=[O:23].[O:24]=[CH:25][N:26]([CH3:27])[CH3:28]>>[Cl:1][c:2]1[cH:3][cH:4][c:5]([O:10][CH2:12][CH2:13][O:14][C:15]([CH3:16])=[O:17])[c:6]([CH:7]=[O:8])[cH:9]1. Reactants: CCOC(=O)CCCBr, COC(=O)c1c(C)cccc1NC(=O)OC(C)C, CCOC(C)=O, [H-], [Na+], CN(C)C=O. The product is CCOC(=O)CCCN(C(=O)OC(C)C)c1cccc(C)c1C(=O)OC. RXN SMILES: [Br:21][CH2:22][CH2:23][CH2:24][C:25](=[O:26])[O:27][CH2:28][CH3:29].[CH3:1][O:2][C:3]([c:4]1[c:5]([NH:11][C:12](=[O:13])[O:14][CH:15]([CH3:16])[CH3:17])[cH:6][cH:7][cH:8][c:9]1[CH3:10])=[O:18].[CH3:35][CH2:36][O:37][C:38](=[O:39])[CH3:40].[H-:19].[Na+:20].[O:30]=[CH:31][N:32]([CH3:33])[CH3:34]>>[CH3:1][O:2][C:3]([c:4]1[c:5]([N:11]([C:12](=[O:13])[O:14][CH:15]([CH3:16])[CH3:17])[CH2:22][CH2:23][CH2:24][C:25](=[O:26])[O:27][CH2:28][CH3:29])[cH:6][cH:7][cH:8][c:9]1[CH3:10])=[O:18].